This data is from the Open Reaction Database (ORD), a public repository of structured organic reaction records. The task is: describe an organic reaction: reactants, conditions, products, and yield Reactants: C(C1=CC=CC=C1)OC[C@H](C)OCP(=O)(OC(C)C)OC(C)C ((S)-1-O-benzyl-2-O-[(diisopropylphosphono)methyl]-1,2-propanediol). Reagents/catalysts: [OH-].[OH-].[Pd+2] (palladium hydroxide on carbon). The solvent is C(C)O.C1=CCCCC1 (ethanol cyclohexene). Yields the product C(C)(C)OP(=O)(OC(C)C)CO[C@H](CO)C ((S)-2-O-[(Diisopropylphosphono)methyl]-1,2-propanediol). Isolated yield 104.1%. As a reaction SMILES: C([O:8][CH2:9][C@@H:10]([O:12][CH2:13][P:14]([O:20][CH:21]([CH3:23])[CH3:22])([O:16][CH:17]([CH3:19])[CH3:18])=[O:15])[CH3:11])C1C=CC=CC=1>[OH-].[OH-].[Pd+2].C(O)C.C1CCCCC=1>[CH:21]([O:20][P:14]([CH2:13][O:12][C@@H:10]([CH3:11])[CH2:9][OH:8])([O:16][CH:17]([CH3:18])[CH3:19])=[O:15])([CH3:22])[CH3:23] |f:1.2.3,4.5|. Reported procedure: A solution of (S)-1-O-benzyl-2-O-[(diisopropylphosphono)methyl]-1,2-propanediol (8.20 g, 23.8 mmol) in 1:1 ethanol/cyclohexene (80 mL) was treated with 20% palladium hydroxide on carbon (4.0 g), and the mixture was heated at reflux for 18 hours. The reaction mixture was then filtered through a 1" pad of Celite, and the filtrate was concentrated in vacuo to give 6.3 g of the title compound as a clear, colorless oil which was used in the following reaction without purification. Reactants: C(CC)=O (propionaldehyde), C(C)(C)NC(C)C (diisopropylamine), COC1=CC=C(C=C1)C(CBr)=O (4′-methoxy-2-bromoacetophenone). The reagents and catalysts are C(C)(C)(C)C1=C(C(=CC(=C1)C)C(C)(C)C)O (2,6-di-t-butyl-4-methylphenol). Run in O1CCCC1 (tetrahydrofuran). Run at time 3 hour. Product: COC1=CC=C(C(=O)CC(C=O)C)C=C1 (3-(4-Methoxybenzoyl)-2-methylpropionaldehyde). Yield: 54.7%. RXN SMILES: [CH:1](=[O:4])[CH2:2][CH3:3].C(NC(C)C)(C)C.[CH3:12][O:13][C:14]1[CH:19]=[CH:18][C:17]([C:20](=[O:23])[CH2:21]Br)=[CH:16][CH:15]=1>O1CCCC1.C(C1C=C(C)C=C(C(C)(C)C)C=1O)(C)(C)C>[CH3:12][O:13][C:14]1[CH:19]=[CH:18][C:17]([C:20]([CH2:21][CH:2]([CH3:3])[CH:1]=[O:4])=[O:23])=[CH:16][CH:15]=1. Reported procedure: 4.36 g (75 mmol) of propionaldehyde were added dropwise under a stream of nitrogen to a solution of 6.46 g (50 mmol) of diisopropylamine, 39 g of molecular sieves 4 Å and 10 mg of 2,6-di-t-butyl-4-methylphenol in 50 ml of tetrahydrofuran, and the mixture was left to stand for 3 hours. At the end of this time, 5.73 g (25 mmol) of 4′-methoxy-2-bromoacetophenone were added to the mixture, and the mixture was left to stand at room temperature overnight. The reaction mixture was then filtered, and 55... The reactants are BrN1C(CCC1=O)=O (N-Bromosuccinimide), CC1(COC2=C3N1C(NC3=CC=C2)=O)C2=NC=CC=C2 (4-methyl-4-pyridin-2-yl-4,5-dihydroimidazo[1,5,4-de][1,4]benzoxazin-2(1H)-one), C(C)(=O)O (acetic acid), C(C)#N (acetonitrile), crude product. The solvent is C(C)(=O)OCC (ethyl acetate). Run at temperature 0 celsius, time 1 hour. The product is BrC1=CC=C2C=3N(C(COC31)(C3=NC=CC=C3)C)C(N2)=O (7-bromo-4-methyl-4-pyridin-2-yl-4,5-dihydroimidazo[1,5,4-de][1,4]benzoxazin-2(1H)-one). RXN SMILES: [Br:1]N1C(=O)CCC1=O.[CH3:9][C:10]1([C:23]2[CH:28]=[CH:27][CH:26]=[CH:25][N:24]=2)[N:15]2[C:16](=[O:22])[NH:17][C:18]3=[CH:19][CH:20]=[CH:21][C:13](=[C:14]23)[O:12][CH2:11]1.C(O)(=O)C.C(#N)C>C(OCC)(=O)C>[Br:1][C:21]1[C:13]2[O:12][CH2:11][C:10]([CH3:9])([C:23]3[CH:28]=[CH:27][CH:26]=[CH:25][N:24]=3)[N:15]3[C:16](=[O:22])[NH:17][C:18]([C:14]=23)=[CH:19][CH:20]=1. Procedure details: N-Bromosuccinimide (60 mg, 0.3 mmol) was added to a solution of 4-methyl-4-pyridin-2-yl-4,5-dihydroimidazo[1,5,4-de][1,4]benzoxazin-2(1H)-one (90 mg, 0.3 mmol), acetic acid (6 mL) and acetonitrile (6 mL) at 0° C. The reaction mixture was stirred for 1 h at 0° C., quenched with water, and was concentrated to give the crude product. The crude product was dissolved in ethyl acetate and washed with saturated aqueous sodium bicarbonate. The combined organic layer was washed with brine, dried over mag... Starting materials: C(C1=CC=CC=C1)(=O)C1=C(SC(=C1C)C)N1N=C(N=C1CCl)C(=O)OCC (ethyl 1-(3-benzoyl-4,5-dimethyl-2-thienyl)-5-chloromethyl-1H-1,2,4-triazole-3-carboxylate), Cl (hydrochloric acid), CO (methanol), [OH-].[Na+] (sodium hydroxide). Run in O (water). Conditions: time 1 hour. The product is C(C1=CC=CC=C1)(=O)C1=C(SC(=C1C)C)N1N=C(N=C1CCl)C(=O)O (1-(3-benzoyl-4,5-dimethyl-2-thienyl)-5-chloromethyl-1H-1,2,4-triazole-3-carboxylic acid). RXN SMILES: [C:1]([C:9]1[C:13]([CH3:14])=[C:12]([CH3:15])[S:11][C:10]=1[N:16]1[C:20]([CH2:21][Cl:22])=[N:19][C:18]([C:23]([O:25]CC)=[O:24])=[N:17]1)(=[O:8])[C:2]1[CH:7]=[CH:6][CH:5]=[CH:4][CH:3]=1.CO.[OH-].[Na+].Cl>O>[C:1]([C:9]1[C:13]([CH3:14])=[C:12]([CH3:15])[S:11][C:10]=1[N:16]1[C:20]([CH2:21][Cl:22])=[N:19][C:18]([C:23]([OH:25])=[O:24])=[N:17]1)(=[O:8])[C:2]1[CH:3]=[CH:4][CH:5]=[CH:6][CH:7]=1 |f:2.3|. Procedure details: To a solution of 0.3 g. of ethyl 1-(3-benzoyl-4,5-dimethyl-2-thienyl)-5-chloromethyl-1H-1,2,4-triazole-3-carboxylate in 5 ml. of methanol is added 1 ml. of 2N-sodium hydroxide. After the mixture is stirred for 1 hour at room temperature, the resulting solution is neutralized with 2N-hydrochloric acid, then diluted with water and extracted with chloroform. After the chloroform layer is washed with water and dried over sodium sulfate, the solvent is evaporated. Recrystallization of the residue fro... The reactants are C1(CC1)NC(C([C@H](CC)NC([C@H](CS(=O)(=O)CC1CC1)N[C@H](C(F)(F)F)C1=CC=C(C=C1)F)=O)O)=O ((3S)—N-cyclopropyl-3-((R)-3-((cyclopropylmethyl)sulfonyl)-2-(((S)-2,2,2-trifluoro-1-(4-fluorophenyl)ethyl)amino)propanamido)-2-hydroxypentanamide). Run in C(C)#N (acetonitrile), ClCCl (dichloromethane). Conditions: time 4 hour. Product: C1(CC1)NC(C([C@H](CC)NC([C@H](CS(=O)(=O)CC1CC1)N[C@H](C(F)(F)F)C1=CC=C(C=C1)F)=O)=O)=O ((S)—N-cyclopropyl-3-((R)-3-((cyclopropylmethyl)sulfonyl)-2-(((S)-2,2,2-trifluoro-1-(4-fluorophenyl)ethyl)amino)propanamido)-2-oxopentanamide). Isolated yield 84.8%. RXN SMILES: [CH:1]1([NH:4][C:5](=[O:36])[CH:6]([OH:35])[C@@H:7]([NH:10][C:11](=[O:34])[C@@H:12]([NH:21][C@@H:22]([C:27]2[CH:32]=[CH:31][C:30]([F:33])=[CH:29][CH:28]=2)[C:23]([F:26])([F:25])[F:24])[CH2:13][S:14]([CH2:17][CH:18]2[CH2:20][CH2:19]2)(=[O:16])=[O:15])[CH2:8][CH3:9])[CH2:3][CH2:2]1>C(#N)C.ClCCl>[CH:1]1([NH:4][C:5](=[O:36])[C:6](=[O:35])[C@@H:7]([NH:10][C:11](=[O:34])[C@@H:12]([NH:21][C@@H:22]([C:27]2[CH:32]=[CH:31][C:30]([F:33])=[CH:29][CH:28]=2)[C:23]([F:25])([F:24])[F:26])[CH2:13][S:14]([CH2:17][CH:18]2[CH2:20][CH2:19]2)(=[O:16])=[O:15])[CH2:8][CH3:9])[CH2:3][CH2:2]1. Procedure details: To a stirred suspension of (3S)—N-cyclopropyl-3-((R)-3-((cyclopropylmethyl)sulfonyl)-2-(((S)-2,2,2-trifluoro-1-(4-fluorophenyl)ethyl)amino)propanamido)-2-hydroxypentanamide [63.2 g; 118 mmol] in a mixture of acetonitrile (1150 mL) and dichloromethane (1150 mL) previously cooled in a cold water bath, was added DMP (69.86 g; 164.7 mmol; 140 mol %) in portions. The resulting reaction mixture was stirred for 4 h at ambient temperature. The reaction mixture was concentrated in vacuo to distill about ... Reactants: Cc1c(C(=O)O)oc2ccccc12, NCc1ccc(Br)cc1. The reagents and catalysts are CCN=C=NCCCN(C)C.Cl (EDC-HCl), CCN(CC)CC (TEA), C1(=C(C(=C(C(=C1F)F)F)F)F)O (Pentafluorophenol). The solvent is CN(C)C=O (DMF), CN(C)C=O (DMF), CN(C)C=O (DMF), CN(C)C=O (DMF), CN(C)C=O (DMF), CN(C)C=O (DMF). Reaction conditions: temperature 25 celsius, time 2 hour. Product: Cc1c(C(=O)NCc2ccc(Br)cc2)oc2ccccc12. The yield is 70.1%. As a reaction SMILES: NCc1ccc(Br)cc1.Cc1c(C(=O)O)oc2ccccc12.CCN=C=NCCCN(C)C.Cl.C1(=C(C(=C(C(=C1F)F)F)F)F)O.CCN(CC)CC.CN(C)C=O>>Cc1c(C(=O)NCc2ccc(Br)cc2)oc2ccccc12.